From a dataset of the Open Reaction Database (ORD), a public repository of structured organic reaction records. describe an organic reaction: reactants, conditions, products, and yield Reactants: CCOC(=O)c1cc(Oc2ccc(C(C)C(O)(c3ccc4c(c3)N(C)C(=O)CO4)C(F)(F)F)c(Cl)c2)ccc1F, CO, Cl, [Li+], C1CCOC1, [OH-]. The product is CC(c1ccc(Oc2ccc(F)c(C(=O)O)c2)cc1Cl)C(O)(c1ccc2c(c1)N(C)C(=O)CO2)C(F)(F)F. RXN SMILES: [CH2:1]([CH3:2])[O:3][C:4]([c:5]1[c:6]([F:39])[cH:7][cH:8][c:9]([O:11][c:12]2[cH:13][c:14]([Cl:38])[c:15]([CH:18]([C:19]([C:20]([F:21])([F:22])[F:23])([c:24]3[cH:25][cH:26][c:27]4[c:28]([cH:35]3)[N:29]([CH3:34])[C:30](=[O:33])[CH2:31][O:32]4)[OH:36])[CH3:37])[cH:16][cH:17]2)[cH:10]1)=[O:40].[CH3:49][OH:50].[ClH:43].[Li+:42].[O:44]1[CH2:45][CH2:46][CH2:47][CH2:48]1.[OH-:41]>>[O:3]=[C:4]([c:5]1[c:6]([F:39])[cH:7][cH:8][c:9]([O:11][c:12]2[cH:13][c:14]([Cl:38])[c:15]([CH:18]([C:19]([C:20]([F:21])([F:22])[F:23])([c:24]3[cH:25][cH:26][c:27]4[c:28]([cH:35]3)[N:29]([CH3:34])[C:30](=[O:33])[CH2:31][O:32]4)[OH:36])[CH3:37])[cH:16][cH:17]2)[cH:10]1)[OH:40].